From a dataset of the Open Reaction Database (ORD), a public repository of structured organic reaction records. describe an organic reaction: reactants, conditions, products, and yield Procedure: In a manner analogous to example 1 d, the process is carried out by a reaction of 1.8 ml (4.4 mmol) of 2.5M n-butyllithium/hexane with 1 g (3.7 mmol) of (4-bromo-2-isopropylphenyl)diethylamine and 0.35 ml (4.5 mmol) of dimethylformamide. 790 mg of 4-diethylamino-3-isopropylbenzaldehyde are obtained in the form of a yellow oil (yield=97%). As a reaction SMILES: C([Li])CCC.CCCCCC.Br[C:13]1[CH:18]=[CH:17][C:16]([N:19]([CH2:22][CH3:23])[CH2:20][CH3:21])=[C:15]([CH:24]([CH3:26])[CH3:25])[CH:14]=1.CN(C)[CH:29]=[O:30]>>[CH2:20]([N:19]([CH2:22][CH3:23])[C:16]1[CH:17]=[CH:18][C:13]([CH:29]=[O:30])=[CH:14][C:15]=1[CH:24]([CH3:26])[CH3:25])[CH3:21] |f:0.1|. Reactants: CN(C=O)C (dimethylformamide), C(CCC)[Li].CCCCCC (n-butyllithium hexane), BrC1=CC(=C(C=C1)N(CC)CC)C(C)C ((4-bromo-2-isopropylphenyl)diethylamine). Product: C(C)N(C1=C(C=C(C=O)C=C1)C(C)C)CC (4-diethylamino-3-isopropylbenzaldehyde), oil. Isolated yield 97.0%. Starting materials: ClCCl, CCS(=O)(=O)c1ccc(N)cc1C#N, O=C(Cl)Oc1ccccc1, c1ccncc1. The product is CCS(=O)(=O)c1ccc(NC(=O)Oc2ccccc2)cc1C#N. Reaction SMILES: [CH2:31]([Cl:32])[Cl:33].[NH2:11][c:12]1[cH:13][cH:14][c:15]([S:20](=[O:21])(=[O:22])[CH2:23][CH3:24])[c:16]([C:17]#[N:18])[cH:19]1.[c:1]1([O:7][C:8](=[O:9])[Cl:10])[cH:2][cH:3][cH:4][cH:5][cH:6]1.[cH:25]1[cH:26][cH:27][n:28][cH:29][cH:30]1>>[c:1]1([O:7][C:8](=[O:9])[NH:11][c:12]2[cH:13][cH:14][c:15]([S:20](=[O:21])(=[O:22])[CH2:23][CH3:24])[c:16]([C:17]#[N:18])[cH:19]2)[cH:2][cH:3][cH:4][cH:5][cH:6]1.